Dataset: the Open Reaction Database (ORD), a public repository of structured organic reaction records. Task: describe an organic reaction: reactants, conditions, products, and yield The reactants are C1COCCO1, CO, Cl, Cn1ncc(NC(=O)c2nc(-c3c(F)cccc3F)sc2NC(=O)OC(C)(C)C)c1N1CCCC(F)(F)C1. Yields the product Cn1ncc(NC(=O)c2nc(-c3c(F)cccc3F)sc2N)c1N1CCCC(F)(F)C1. As a reaction SMILES: [CH2:42]1[O:43][CH2:44][CH2:45][O:46][CH2:47]1.[CH3:40][OH:41].[ClH:39].[F:1][c:2]1[c:3](-[c:9]2[s:10][c:11]([NH:31][C:32](=[O:33])[O:34][C:35]([CH3:36])([CH3:37])[CH3:38])[c:12]([C:14]([NH:15][c:16]3[cH:17][n:18][n:19]([CH3:29])[c:20]3[N:21]3[CH2:22][C:23]([F:27])([F:28])[CH2:24][CH2:25][CH2:26]3)=[O:30])[n:13]2)[c:4]([F:8])[cH:5][cH:6][cH:7]1>>[F:1][c:2]1[c:3](-[c:9]2[s:10][c:11]([NH2:31])[c:12]([C:14]([NH:15][c:16]3[cH:17][n:18][n:19]([CH3:29])[c:20]3[N:21]3[CH2:22][C:23]([F:27])([F:28])[CH2:24][CH2:25][CH2:26]3)=[O:30])[n:13]2)[c:4]([F:8])[cH:5][cH:6][cH:7]1. Reactants: COC(CN1C=CC2=CC(=CC=C12)N(CC=1C(=NC(=NC1)C1=CC=C(C=C1)C(F)(F)F)C)C)=O ((5-{methyl-[4-methyl-2-(4-trifluoromethyl-phenyl)-pyrimidin-5-ylmethyl]-amino}-indol-1-yl)-acetic acid methyl ester), [OH-].[Li+] (lithium hydroxide), Cl (HCl). The product is CN(C=1C=C2C=CN(C2=CC1)CC(=O)O)CC=1C(=NC(=NC1)C1=CC=C(C=C1)C(F)(F)F)C ((5-{methyl-[4-methyl-2-(4-trifluoromethyl-phenyl)-pyrimidin-5-ylmethyl]-amino}-indol-1-yl)-acetic acid). As a reaction SMILES: C[O:2][C:3](=[O:34])[CH2:4][N:5]1[C:13]2[C:8](=[CH:9][C:10]([N:14]([CH3:33])[CH2:15][C:16]3[C:17]([CH3:32])=[N:18][C:19]([C:22]4[CH:27]=[CH:26][C:25]([C:28]([F:31])([F:30])[F:29])=[CH:24][CH:23]=4)=[N:20][CH:21]=3)=[CH:11][CH:12]=2)[CH:7]=[CH:6]1.[OH-].[Li+].Cl>C1COCC1.CCOC(C)=O>[CH3:33][N:14]([CH2:15][C:16]1[C:17]([CH3:32])=[N:18][C:19]([C:22]2[CH:27]=[CH:26][C:25]([C:28]([F:30])([F:29])[F:31])=[CH:24][CH:23]=2)=[N:20][CH:21]=1)[C:10]1[CH:9]=[C:8]2[C:13](=[CH:12][CH:11]=1)[N:5]([CH2:4][C:3]([OH:34])=[O:2])[CH:6]=[CH:7]2 |f:1.2|. Isolated yield 68.9%. Procedure details: 70 mg (0.15 mmol) (5-{methyl-[4-methyl-2-(4-trifluoromethyl-phenyl)-pyrimidin-5-ylmethyl]-amino}-indol-1-yl)-acetic acid methyl ester and 0.3 ml 1N lithium hydroxide solution were stirred for 2 h in 0.5 ml THF at RT. To the reaction mixture was added 0.6 ml 1N HCl and then the mixture was taken up in AcOEt and washed with water. The crude product was suspended in ether/heptane 1:19. The resulting crystals were filtered off to provide 47 mg of pure (5-{methyl-[4-methyl-2-(4-trifluoromethyl-phenyl... The solvent is CCOC(=O)C (AcOEt), C1CCOC1 (THF). Reactants: O.C1(=CC=C(C=C1)S(=O)(=O)O)C (p-toluenesulfonic acid monohydrate), BrC=1C(=C(C(=C(C1I)C)C#N)NC(C(C)(C)C)=O)O (N-(3-bromo-6-cyano-2-hydroxy-4-iodo-5-methylphenyl)-2,2-dimethylpropionamide), O.C([O-])(O)=O.[Na+] (sodium bicarbonate water). Run in C1(=CC=CC=C1)C (Toluene). The product is BrC=1C(=C(C(=C2N=C(OC21)C(C)(C)C)C#N)C)I (7-Bromo-2-tert-butyl-6-iodo-5-methyl-1,3-benzoxazole-4-carbonitrile). The yield is 93.9%. RXN SMILES: O.C1(C)C=CC(S(O)(=O)=O)=CC=1.[Br:13][C:14]1[C:15]([OH:31])=[C:16]([NH:24][C:25](=O)[C:26]([CH3:29])([CH3:28])[CH3:27])[C:17]([C:22]#[N:23])=[C:18]([CH3:21])[C:19]=1[I:20].O.C(=O)(O)[O-].[Na+]>C1(C)C=CC=CC=1>[Br:13][C:14]1[C:19]([I:20])=[C:18]([CH3:21])[C:17]([C:22]#[N:23])=[C:16]2[C:15]=1[O:31][C:25]([C:26]([CH3:27])([CH3:28])[CH3:29])=[N:24]2 |f:0.1,3.4.5|. Reported procedure: Toluene (25 ml), p-toluenesulfonic acid monohydrate (10.9 mg, 57.2 μmol) were added to N-(3-bromo-6-cyano-2-hydroxy-4-iodo-5-methylphenyl)-2,2-dimethylpropionamide (I-7) (250 mg, 572 μmol), followed by refluxing with a Dean-Stark condenser for 3 hours. After cooling, saturated sodium bicarbonate water (30 ml) was added to the reaction liquid, the product was extracted with ethyl acetate (50 ml×2). The organic layer was washed with saturated brine (50 ml), dried over anhydrous magnesium sulfate, ... Starting materials: C(\C=C\C(=O)O)(=O)O (fumaric acid), C(C=1C(O)=CC=CC1)(=O)O (salicylic acid). Solvent: C(C)(=O)OC(C)=O (acetic anhydride). Yields the product C(C=1C(O)=CC=CC1)(=O)[O-].C(\C=C\C(=O)[O-])(=O)[O-] (Salicylate Fumarate). RXN SMILES: [C:1]([OH:8])(=[O:7])/[CH:2]=[CH:3]/[C:4]([OH:6])=[O:5].[C:9]([OH:18])(=[O:17])[C:10]1[C:11](=[CH:13][CH:14]=[CH:15][CH:16]=1)[OH:12]>C(OC(=O)C)(=O)C>[C:9]([O-:18])(=[O:17])[C:10]1[C:11](=[CH:13][CH:14]=[CH:15][CH:16]=1)[OH:12].[C:1]([O-:8])(=[O:7])/[CH:2]=[CH:3]/[C:4]([O-:6])=[O:5] |f:3.4|. Procedure: The procedure described in Example 1, above, was used with fumaric acid (58 g, 0.5 mol), salicylic acid (69 g, 0.5 mol) and 200 mL acetic anhydride. The reaction mixture formed a clear solution and then a clear melt and the final product was a dark colored, transparent glass which weighed 70.5 g NMR spectra indicated very little acetate and no starting materials were present. The reactants are ClCCl, O=C(Cl)c1ccc(OC(F)(F)F)cc1, CC(N)(C#N)Cn1nc2ccc(Cl)cc2n1. Yields the product CC(C#N)(Cn1nc2ccc(Cl)cc2n1)NC(=O)c1ccc(OC(F)(F)F)cc1. Reaction SMILES: [Cl:31][CH2:32][Cl:33].[F:1][C:2]([O:3][c:4]1[cH:5][cH:6][c:7]([C:8](=[O:9])[Cl:10])[cH:11][cH:12]1)([F:13])[F:14].[NH2:15][C:16]([C:17]#[N:18])([CH2:19][n:20]1[n:21][c:22]2[c:23]([n:24]1)[cH:25][cH:26][c:27]([Cl:29])[cH:28]2)[CH3:30]>>[F:1][C:2]([O:3][c:4]1[cH:5][cH:6][c:7]([C:8](=[O:9])[NH:15][C:16]([C:17]#[N:18])([CH2:19][n:20]2[n:21][c:22]3[c:23]([n:24]2)[cH:25][cH:26][c:27]([Cl:29])[cH:28]3)[CH3:30])[cH:11][cH:12]1)([F:13])[F:14]. Reactants: NC1=NC=NC2=C1C(N(CCO2)C2=CC=C(C=C2)[C@@H]2CC[C@H](CC2)CC(=O)O)=O ({trans-4-[4-(4-amino-5-oxo-7,8-dihydropyrimido[5,4-f][1,4]oxazepin-6(5H)-yl)phenyl]cyclohexyl}acetic acid), CNS(=O)=O (N-methylsulfonamide), C=1C=CC2=C(C1)N=NN2O (HOBT), CCN=C=NCCCN(C)C.Cl (EDCl), TEA. Solvent: CCOC(=O)C (EtOAc). Conditions: time 18 hour. The product is NC1=NC=NC2=C1C(N(CCO2)C2=CC=C(C=C2)[C@@H]2CC[C@H](CC2)CC(=O)NS(=O)(=O)C)=O (2-{Trans-4-[4-(4-amino-5-oxo-7,8-dihydropyrimido[5,4-f][1,4]oxazepin-6(5H)-yl)phenyl]cyclohexyl}-N-(methylsulfonyl)acetamide). As a reaction SMILES: [NH2:1][C:2]1[C:7]2[C:8](=[O:29])[N:9]([C:13]3[CH:18]=[CH:17][C:16]([C@H:19]4[CH2:24][CH2:23][C@H:22]([CH2:25][C:26]([OH:28])=O)[CH2:21][CH2:20]4)=[CH:15][CH:14]=3)[CH2:10][CH2:11][O:12][C:6]=2[N:5]=[CH:4][N:3]=1.C[NH:31][SH:32](=[O:34])=[O:33].[CH:35]1C=CC2N(O)N=NC=2C=1.CCN=C=NCCCN(C)C.Cl>CCOC(C)=O>[NH2:1][C:2]1[C:7]2[C:8](=[O:29])[N:9]([C:13]3[CH:18]=[CH:17][C:16]([C@H:19]4[CH2:24][CH2:23][C@H:22]([CH2:25][C:26]([NH:31][S:32]([CH3:35])(=[O:34])=[O:33])=[O:28])[CH2:21][CH2:20]4)=[CH:15][CH:14]=3)[CH2:10][CH2:11][O:12][C:6]=2[N:5]=[CH:4][N:3]=1 |f:3.4|. Procedure details: To a stirred solution of {trans-4-[4-(4-amino-5-oxo-7,8-dihydropyrimido[5,4-f][1,4]oxazepin-6(5H)-yl)phenyl]cyclohexyl}acetic acid (50 mg, 0.13 mmol), from Example 2, N-methylsulfonamide (30 mg, 0.32 mmol) were added HOBT (29 mg, 0.19 mmol), EDCl (30 mg, 0.32 mmol) and TEA (19.1 mg, 0.19 mmol). After 18 hours, the reaction mixture was diluted into EtOAc, washed with water, dried over sodium sulfate and concentrated in vacuo. Reverse-phase chromatography afforded the desired product as a white so... Starting materials: CCC(Oc1cc2cc(C3CCCCC3)sc2c(Cl)c1Cl)C(=O)[O-], CCO, [Na+], [OH-]. Yields the product O=C(O)COc1cc2cc(C3CCCCC3)sc2c(Cl)c1Cl. Reaction SMILES: [CH2:1]([CH3:2])[CH:3]([C:4](=[O:5])[O-:6])[O:7][c:8]1[cH:9][c:10]2[c:11]([s:12][c:13]([CH:15]3[CH2:16][CH2:17][CH2:18][CH2:19][CH2:20]3)[cH:14]2)[c:21]([Cl:24])[c:22]1[Cl:23].[CH3:27][CH2:28][OH:29].[Na+:26].[OH-:25]>>[CH2:3]([C:4](=[O:5])[OH:6])[O:7][c:8]1[cH:9][c:10]2[c:11]([s:12][c:13]([CH:15]3[CH2:16][CH2:17][CH2:18][CH2:19][CH2:20]3)[cH:14]2)[c:21]([Cl:24])[c:22]1[Cl:23].